Dataset: the Open Reaction Database (ORD), a public repository of structured organic reaction records. Task: describe an organic reaction: reactants, conditions, products, and yield Reactants: CCOC(=O)C (EtOAc), C1(CC1)C1=NN=NN1C1=C(C=CC(=C1)[N+](=O)[O-])F (5-cyclopropyl-1-(2-fluoro-5-nitrophenyl)-1H-tetrazole), [Si](C)(C)(C(C)(C)C)OCCO (2-((tert-butyldimethylsilyl)oxy)ethan-1-ol), C(=O)([O-])[O-].[Cs+].[Cs+] (Cs2CO3). Run in O (H2O), CN(C)C=O (DMF). Reaction conditions: temperature 50 celsius, time 4 hour. Product: [Si](C)(C)(C(C)(C)C)OCCOC1=C(C=C(C=C1)[N+](=O)[O-])N1N=NN=C1C1CC1 (1-(2-(2-((tert-butyldimethylsilyl)oxy)ethoxy)-5-nitrophenyl)-5-cyclopropyl-1H-tetrazole). Isolated yield 12.6%. RXN SMILES: [CH:1]1([C:4]2[N:8]([C:9]3[CH:14]=[C:13]([N+:15]([O-:17])=[O:16])[CH:12]=[CH:11][C:10]=3F)[N:7]=[N:6][N:5]=2)[CH2:3][CH2:2]1.[Si:19]([O:26][CH2:27][CH2:28][OH:29])([C:22]([CH3:25])([CH3:24])[CH3:23])([CH3:21])[CH3:20].C([O-])([O-])=O.[Cs+].[Cs+].CCOC(C)=O>CN(C=O)C.O>[Si:19]([O:26][CH2:27][CH2:28][O:29][C:10]1[CH:11]=[CH:12][C:13]([N+:15]([O-:17])=[O:16])=[CH:14][C:9]=1[N:8]1[C:4]([CH:1]2[CH2:3][CH2:2]2)=[N:5][N:6]=[N:7]1)([C:22]([CH3:24])([CH3:25])[CH3:23])([CH3:21])[CH3:20] |f:2.3.4|. Reported procedure: A mixture of 5-cyclopropyl-1-(2-fluoro-5-nitrophenyl)-1H-tetrazole (112 mg, 0.45 mmol), 2-((tert-butyldimethylsilyl)oxy)ethan-1-ol (159 mg, 0.9 mmol) and Cs2CO3 (325 mg, 1.0 mmol) in DMF (3 mL) was heated to 50° C. and stirred for 4 hr. The reaction was cooled and then poured in to EtOAc (30 mL) and H2O (20 mL). The aqueous and organic layers were partitioned and the aqueous was extracted with EtOAc (2×20 mL). The combined organic layers were dried (Na2SO4), filtered and the solvent removed unde... Reaction SMILES: [CH2:1]([CH2:2][CH3:3])[N:4]([CH2:5][CH2:6][CH2:7][CH2:8][N:9]([CH2:10][c:11]1[cH:12][cH:13][c:14]([CH2:17][N:18]([CH2:19][c:20]2[n:21]([CH3:25])[cH:22][cH:23][n:24]2)[CH2:26][c:27]2[nH:28][cH:29][cH:30][n:31]2)[cH:15][cH:16]1)[CH2:32][C:33](=[O:34])[OH:35])[CH2:36][CH2:37][CH3:38].[CH:39]([Cl:40])([Cl:41])[Cl:42].[OH:43][CH2:44][CH2:45][O:46][CH2:47][CH2:48][OH:49]>>[CH2:1]([CH2:2][CH3:3])[N:4]([CH2:5][CH2:6][CH2:7][CH2:8][N:9]([CH2:10][c:11]1[cH:12][cH:13][c:14]([CH2:17][N:18]([CH2:19][c:20]2[n:21]([CH3:25])[cH:22][cH:23][n:24]2)[CH2:26][c:27]2[nH:28][cH:29][cH:30][n:31]2)[cH:15][cH:16]1)[CH2:32][C:33]([O:34][CH2:48][CH2:47][O:46][CH2:45][CH2:44][OH:43])=[O:35])[CH2:36][CH2:37][CH3:38]. The product is CCCN(CCC)CCCCN(CC(=O)OCCOCCO)Cc1ccc(CN(Cc2ncc[nH]2)Cc2nccn2C)cc1. Reactants: CCCN(CCC)CCCCN(CC(=O)O)Cc1ccc(CN(Cc2ncc[nH]2)Cc2nccn2C)cc1, ClC(Cl)Cl, OCCOCCO. Reactants: [Na] (sodium), N1C(CC2=CC=CC=C12)=O (2-oxindole), C(C1=CN=CC=C1)(=O)OCC (ethyl nicotinate). Run in O (water), C(C)O (ethanol). The product is N1=CC(=CC=C1)C(=O)C1C(NC2=CC=CC=C12)=O (3-(3-Pyridylcarbonyl)-2-oxindole). Yield: 18.5%. As a reaction SMILES: [Na].[NH:2]1[C:10]2[C:5](=[CH:6][CH:7]=[CH:8][CH:9]=2)[CH2:4][C:3]1=[O:11].[C:12](OCC)(=[O:19])[C:13]1[CH:18]=[CH:17][CH:16]=[N:15][CH:14]=1>C(O)C.O>[N:15]1[CH:16]=[CH:17][CH:18]=[C:13]([C:12]([CH:4]2[C:5]3[C:10](=[CH:9][CH:8]=[CH:7][CH:6]=3)[NH:2][C:3]2=[O:11])=[O:19])[CH:14]=1 |^1:0|. Procedure: To a solution of 2.1 g (0.090 mole) of sodium metal in 100 ml of ethanol, was added 10.0 g (0.075 mole) of 2-oxindole, followed by 13.6 g (0.090 mole) of ethyl nicotinate. The resulting slurry was heated under reflux for 3 hours and then the mixture was cooled and filtered. The residue was discarded, and the filtrate was evaporated in vacuo. The residue thus obtained was dissolved in ca. 150 ml of water, and the aqueous solution was washed with chloroform. To the aqueous solution was then added ... The reactants are ClC1=NC=NC2=CC(=C(C=C12)[N+](=O)[O-])Cl (4,7-dichloro-6-nitroquinazoline), N1=C(C=CC=C1)COC=1C(=CC(=CC1)N)C (5-amino-2-tolyl 2-pyridylmethyl ether). The product is ClC1=C(C=C2C(=NC=NC2=C1)NC1=CC(=C(C=C1)OCC1=NC=CC=C1)C)[N+](=O)[O-] (7-chloro-4-[3-methyl-4-(2-pyridylmethoxy)anilino]-6-nitroquinazoline). Isolated yield 81.0%. RXN SMILES: Cl[C:2]1[C:11]2[C:6](=[CH:7][C:8]([Cl:15])=[C:9]([N+:12]([O-:14])=[O:13])[CH:10]=2)[N:5]=[CH:4][N:3]=1.[N:16]1[CH:21]=[CH:20][CH:19]=[CH:18][C:17]=1[CH2:22][O:23][C:24]1[C:25]([CH3:31])=[CH:26][C:27]([NH2:30])=[CH:28][CH:29]=1>>[Cl:15][C:8]1[CH:7]=[C:6]2[C:11]([C:2]([NH:30][C:27]3[CH:28]=[CH:29][C:24]([O:23][CH2:22][C:17]4[CH:18]=[CH:19][CH:20]=[CH:21][N:16]=4)=[C:25]([CH3:31])[CH:26]=3)=[N:3][CH:4]=[N:5]2)=[CH:10][C:9]=1[N+:12]([O-:14])=[O:13]. Reported procedure: Using an analogous procedure to that described in Example 1, 4,7-dichloro-6-nitroquinazoline was reacted with 5-amino-2-tolyl 2-pyridylmethyl ether to give 7-chloro-4-[3-methyl-4-(2-pyridylmethoxy)anilino]-6-nitroquinazoline in 81% yield. The reactants are ClCCl, CCC(=O)COc1ccc(CC2SC(=O)N(C(c3ccccc3)(c3ccccc3)c3ccccc3)C2=O)cc1, O=C(O)C(F)(F)F. Product: CCC(=O)COc1ccc(CC2SC(=O)NC2=O)cc1. As a reaction SMILES: [CH2:47]([Cl:48])[Cl:49].[O:8]=[C:9]([CH2:10][O:11][c:12]1[cH:13][cH:14][c:15]([CH2:16][CH:17]2[C:18](=[O:42])[N:19]([C:23]([c:24]3[cH:25][cH:26][cH:27][cH:28][cH:29]3)([c:30]3[cH:31][cH:32][cH:33][cH:34][cH:35]3)[c:36]3[cH:37][cH:38][cH:39][cH:40][cH:41]3)[C:20](=[O:22])[S:21]2)[cH:43][cH:44]1)[CH2:45][CH3:46].[OH:1][C:2]([C:3]([F:4])([F:5])[F:6])=[O:7]>>[O:8]=[C:9]([CH2:10][O:11][c:12]1[cH:13][cH:14][c:15]([CH2:16][CH:17]2[C:18](=[O:42])[NH:19][C:20](=[O:22])[S:21]2)[cH:43][cH:44]1)[CH2:45][CH3:46]. Reactants: O=C([O-])O, CC#N, CS(=O)(=O)O, OC1(c2ccc(Cl)cc2)c2ccc(Cl)cc2-c2ncncc21, [K+]. Yields the product CC(=O)NC1(c2ccc(Cl)cc2)c2ccc(Cl)cc2-c2ncncc21. Reaction SMILES: [C:23]([O-:24])(=[O:25])[OH:26].[CH3:28][C:29]#[N:30].[CH3:31][S:32](=[O:33])(=[O:34])[OH:35].[Cl:1][c:2]1[cH:3][cH:4][c:5]2[c:13]([cH:14]1)-[c:8]1[c:7]([cH:12][n:11][cH:10][n:9]1)[C:6]2([OH:15])[c:16]1[cH:17][cH:18][c:19]([Cl:22])[cH:20][cH:21]1.[K+:27]>>[Cl:1][c:2]1[cH:3][cH:4][c:5]2[c:13]([cH:14]1)-[c:8]1[c:7]([cH:12][n:11][cH:10][n:9]1)[C:6]2([c:16]1[cH:17][cH:18][c:19]([Cl:22])[cH:20][cH:21]1)[NH:30][C:29](=[O:24])[CH3:28]. The reactants are CC(C)O, Cc1cc(OCC(F)(F)F)c([N+](=O)[O-])c(OCC(F)(F)F)n1, N, [Na+], [Na+], O, O=S([O-])S(=O)[O-], O=S(=O)(O)O. Yields the product Cc1cc(OCC(F)(F)F)c(N)c(OCC(F)(F)F)n1. RXN SMILES: [CH:37]([OH:38])([CH3:39])[CH3:40].[F:1][C:2]([CH2:3][O:4][c:5]1[n:6][c:7]([CH3:20])[cH:8][c:9]([O:14][CH2:15][C:16]([F:17])([F:18])[F:19])[c:10]1[N+:11]([O-:12])=[O:13])([F:21])[F:22].[NH3:36].[Na+:29].[Na+:30].[OH2:41].[S:23]([S:24]([O-:25])=[O:26])([O-:27])=[O:28].[S:31](=[O:32])(=[O:33])([OH:34])[OH:35]>>[F:1][C:2]([CH2:3][O:4][c:5]1[n:6][c:7]([CH3:20])[cH:8][c:9]([O:14][CH2:15][C:16]([F:17])([F:18])[F:19])[c:10]1[NH2:11])([F:21])[F:22]. Reactants: C(C1=CC=CC=C1)NC(=O)C1=C(N=C(S1)N)C(F)(F)F (2-amino-4-trifluoromethylthiazole-5-carboxylic acid benzylamide), C(CCCC)C1=CC=C(C(=O)Cl)C=C1 (4-pentylbenzoyl chloride). The product is C(CCCC)C1=CC=C(C(=O)NC=2SC(=C(N2)C(F)(F)F)C(=O)NCC2=CC=CC=C2)C=C1 (2-[(4-Pentylbenzoyl)amino]-N-(phenylmethyl)-4-(trifluoromethyl)-5-thiazolecarboxamide). The yield is 89.0%. RXN SMILES: [CH2:1]([NH:8][C:9]([C:11]1[S:15][C:14]([NH2:16])=[N:13][C:12]=1[C:17]([F:20])([F:19])[F:18])=[O:10])[C:2]1[CH:7]=[CH:6][CH:5]=[CH:4][CH:3]=1.[CH2:21]([C:26]1[CH:34]=[CH:33][C:29]([C:30](Cl)=[O:31])=[CH:28][CH:27]=1)[CH2:22][CH2:23][CH2:24][CH3:25]>>[CH2:21]([C:26]1[CH:34]=[CH:33][C:29]([C:30]([NH:16][C:14]2[S:15][C:11]([C:9]([NH:8][CH2:1][C:2]3[CH:7]=[CH:6][CH:5]=[CH:4][CH:3]=3)=[O:10])=[C:12]([C:17]([F:20])([F:18])[F:19])[N:13]=2)=[O:31])=[CH:28][CH:27]=1)[CH2:22][CH2:23][CH2:24][CH3:25]. Reported procedure: Following the procedure as described in Example 2, making variations only as required to use 2-amino-4-trifluoromethylthiazole-5-carboxylic acid benzylamide in place of 2-amino-4-methylthiazole-5-carboxylic acid 4-chlorobenzylamide to react with 4-pentylbenzoyl chloride, the title compound was obtained as a white solid in 89% yield; 1H NMR (CDCl3, 300 MHz) δ 13.18 (s, 1H), 9.28 (t, J=5.8 Hz, 1H), 8.02 (d, J=8.1 Hz, 2H), 7.36-7.23 (m, 7H), 4.41 (d, J=5.8 Hz, 2H), 2.61 (t, J=7.4 Hz, 2H), 1.58-1.51...